From a dataset of the Open Reaction Database (ORD), a public repository of structured organic reaction records. describe an organic reaction: reactants, conditions, products, and yield Starting materials: OC(COC(C1=CC=C(C=C1)NCCCCCCCCCCCCCCCC)=O)CO (2,3-dihydroxypropyl-4-(n-hexadecylamino)benzoate), C(C)(=O)OC(C)=O (acetic anhydride), C(Cl)(Cl)Cl (chloroform). The solvent is O (water). Yields the product C(C)(=O)N(C1=CC=C(C(=O)OCC(CO)O)C=C1)CCCCCCCCCCCCCCCC (2,3-Dihydroxypropyl 4-(N-acetyl-n-hexadecylamino)benzoate). Reaction SMILES: [OH:1][CH:2]([CH2:30][OH:31])[CH2:3][O:4][C:5](=[O:29])[C:6]1[CH:11]=[CH:10][C:9]([NH:12][CH2:13][CH2:14][CH2:15][CH2:16][CH2:17][CH2:18][CH2:19][CH2:20][CH2:21][CH2:22][CH2:23][CH2:24][CH2:25][CH2:26][CH2:27][CH3:28])=[CH:8][CH:7]=1.[C:32](OC(=O)C)(=[O:34])[CH3:33].C(Cl)(Cl)Cl>O>[C:32]([N:12]([CH2:13][CH2:14][CH2:15][CH2:16][CH2:17][CH2:18][CH2:19][CH2:20][CH2:21][CH2:22][CH2:23][CH2:24][CH2:25][CH2:26][CH2:27][CH3:28])[C:9]1[CH:10]=[CH:11][C:6]([C:5]([O:4][CH2:3][CH:2]([OH:1])[CH2:30][OH:31])=[O:29])=[CH:7][CH:8]=1)(=[O:34])[CH3:33]. Procedure: A solution of 3.26 g. of 2,3-dihydroxypropyl-4-(n-hexadecylamino)benzoate and 0.85 ml. of acetic anhydride in 50 ml. of chloroform is heated to reflux for 1 hour and then cooled. The mixture is washed with 90 ml. of water and the solid at the interface filtered. The chloroform layer on concentration in vacuo gives a residue which on trituration with methylene chloride yields a white solid (starting material) after filtration. The filtrate on concentration in vacuo yields a pale yellow oil. The o... Starting materials: di-acid, C(C)(C)(C)O[C@H](C(=O)OCC)C=1C(=NC=2N(C1C1=C(C3=C(OCCN3)C=C1)Cl)N=C(C2)C(=O)OCC)C (ethyl 6-((S)-1-(tert-butoxy)-2-ethoxy-2-oxoethyl)-7-(5-chloro-3,4-dihydro-2H-benzo[b][1,4]oxazin-6-yl)-5-methylpyrazolo[1,5-a]pyrimidine-2-carboxylate), [OH-].[Na+] (NaOH). Solvent: CCO (EtOH). Yield: 77.1%. Procedure details: To a solution of ethyl 6-((S)-1-(tert-butoxy)-2-ethoxy-2-oxoethyl)-7-(5-chloro-3,4-dihydro-2H-benzo[b][1,4]oxazin-6-yl)-5-methylpyrazolo[1,5-a]pyrimidine-2-carboxylate (315 mg, 0.593 mmol) in EtOH (6 mL) was added 1N NaOH (0.712 mL, 0.712 mmol) and the resulting mixture was stirred at room temp for 4 h. A this point LCMS indicated completion of reaction. Then, the reaction mixture was concentrated and the residue diluted with water (3 mL), acidified with 1N HCl, extracted with ethyl acetate (25 ... The product is C(C)(C)(C)O[C@H](C(=O)OCC)C=1C(=NC=2N(C1C1=C(C3=C(OCCN3)C=C1)Cl)N=C(C2)C(=O)O)C (6-((S)-1-(tert-butoxy)-2-ethoxy-2-oxoethyl)-7-(5-chloro-3,4-dihydro-2H-benzo[b][1,4]oxazin-6-yl)-5-methylpyrazolo[1,5-a]pyrimidine-2-carboxylic acid). RXN SMILES: [C:1]([O:5][C@@H:6]([C:12]1[C:13]([CH3:37])=[N:14][C:15]2[N:16]([N:29]=[C:30]([C:32]([O:34]CC)=[O:33])[CH:31]=2)[C:17]=1[C:18]1[CH:27]=[CH:26][C:21]2[O:22][CH2:23][CH2:24][NH:25][C:20]=2[C:19]=1[Cl:28])[C:7]([O:9][CH2:10][CH3:11])=[O:8])([CH3:4])([CH3:3])[CH3:2].[OH-].[Na+]>CCO>[C:1]([O:5][C@@H:6]([C:12]1[C:13]([CH3:37])=[N:14][C:15]2[N:16]([N:29]=[C:30]([C:32]([OH:34])=[O:33])[CH:31]=2)[C:17]=1[C:18]1[CH:27]=[CH:26][C:21]2[O:22][CH2:23][CH2:24][NH:25][C:20]=2[C:19]=1[Cl:28])[C:7]([O:9][CH2:10][CH3:11])=[O:8])([CH3:4])([CH3:2])[CH3:3] |f:1.2|. Reaction conditions: time 4 hour. The reactants are C1(=C(C(=C(C(=C1F)F)F)N)F)N.Cl.Cl (dihydrochloride), ClCC(=O)N1C2=C(N(C(C3=C1C=CC=C3)=O)C)C=CC=N2 (11-chloroacetyl-5,11-dihydro-5-methyl-6H-pyrido[2,3-b]-[1,4]benzodiazepin-6-one), C([O-])([O-])=O.[Na+].[Na+] (sodium carbonate), C(C)N1C(CCC1)(N)C (1-ethyl-2-amino-methyl-pyrrolidine). Solvent: C(C)O (ethanol), C(C)O (ethanol). The product is C(C)N1C(CCC1)CNCC(=O)N1C2=C(N(C(C3=C1C=CC=C3)=O)C)C=CC=N2 (11-{[(1-Ethyl-2-pyrrolidinyl)methylamino]acetyl}-5,11-dihydro-5-methyl-6H-pyrido[2,3-b][1,4]benzodiazepin-6-one). As a reaction SMILES: Cl[CH2:2][C:3]([N:5]1[C:11]2[CH:12]=[CH:13][CH:14]=[CH:15][C:10]=2[C:9](=[O:16])[N:8]([CH3:17])[C:7]2[CH:18]=[CH:19][CH:20]=[N:21][C:6]1=2)=[O:4].C(=O)([O-])[O-].[Na+].[Na+].[CH2:28]([N:30]1[CH2:34][CH2:33][CH2:32][C:31]1([CH3:36])N)[CH3:29].C1(N)C(F)=C(F)C(F)=C([NH2:46])C=1F.Cl.Cl>C(O)C>[CH2:28]([N:30]1[CH2:34][CH2:33][CH2:32][CH:31]1[CH2:36][NH:46][CH2:2][C:3]([N:5]1[C:11]2[CH:12]=[CH:13][CH:14]=[CH:15][C:10]=2[C:9](=[O:16])[N:8]([CH3:17])[C:7]2[CH:18]=[CH:19][CH:20]=[N:21][C:6]1=2)=[O:4])[CH3:29] |f:1.2.3,5.6.7|. Procedure details: 9.0 gm of 11-chloroacetyl-5,11-dihydro-5-methyl-6H-pyrido[2,3-b]-[1,4]benzodiazepin-6-one, 3.5 gm of sodium carbonate and 4 gm of 1-ethyl-2-amino-methyl-pyrrolidine were refluxed in 100 ml of ethanol for 1.5 hours. Then the hot mixture was suction-filtered, the filtrate was evaporated in vacuo to dryness, and the residue was recrystallized from acetonitrile and subsequently from ethyl acetate, yielding 48% of theory of the compound of the formula ##STR6## which had a melting point of 169°-171° C...